From a dataset of the Open Reaction Database (ORD), a public repository of structured organic reaction records. describe an organic reaction: reactants, conditions, products, and yield Reactants: C(C(C)C)(=O)OC (methyl isobutyrate), C1CCOC1 (THF), C(C=C)Br (allyl bromide), C1CCOC1 (THF), O (water), [Li] (lithium), C1CCOC1 (THF). Conditions: temperature -78 celsius, time 30 minute. Product: CC(C(=O)OC)(CC=C)C (methyl 2,2-dimethyl-4-pentenoate). As a reaction SMILES: [Li].[C:2]([O:7][CH3:8])(=[O:6])[CH:3]([CH3:5])[CH3:4].[CH2:9](Br)[CH:10]=C.O.[CH2:14]1COCC1>>[CH3:4][C:3]([CH3:14])([CH2:5][CH:9]=[CH2:10])[C:2]([O:7][CH3:8])=[O:6] |^1:0|. Procedure details: To a solution of diisopropilamide (7.6 ml) in THF (12 ml) was added drop by drop n-butil lithium (2.5M in hexane, 21.6 ml) at −78° C. After stirring the reaction mixture at −78° C. for 30 minutes, a solution of methyl isobutyrate (5 g) in THF (12 ml) was added in 10 minutes and the mixture stirred at −78° C. for 1 h. A solution of allyl bromide (4.7 ml) in THF (12 ml) was dropped into the mixture reaction and it was stirred at −78° C. for 1 h. After adding some drop of water, volatiles were evap... The reactants are N(N)C1=NCCC2=CC=CC=C12 (1-hydrazino-3,4-dihydroisoquinoline), C(C1=CC=CC=C1)=O (benzaldehyde), Cl (hydrochloric acid). Product: C(C1=CC=CC=C1)=NNC1=NCCC2=CC=CC=C12 (1-(2-benzylidenehydrazino)-3,4-dihydroisoquinoline). As a reaction SMILES: [NH:1]([C:3]1[C:12]2[C:7](=[CH:8][CH:9]=[CH:10][CH:11]=2)[CH2:6][CH2:5][N:4]=1)[NH2:2].[CH:13](=O)[C:14]1[CH:19]=[CH:18][CH:17]=[CH:16][CH:15]=1.Cl>>[CH:13](=[N:2][NH:1][C:3]1[C:12]2[C:7](=[CH:8][CH:9]=[CH:10][CH:11]=2)[CH2:6][CH2:5][N:4]=1)[C:14]1[CH:19]=[CH:18][CH:17]=[CH:16][CH:15]=1. Reported procedure: In a manner similar to that of Example 4, condensation of 1-hydrazino-3,4-dihydroisoquinoline (7 g.) and benzaldehyde (5.5 g.) and treatment of the reaction mixture with hydrochloric acid gave a solid, which was recrystallized from ethanol-ether, affording 1-(2-benzylidenehydrazino)-3,4-dihydroisoquinoline (I: X=C6H5, X'=Y=Y'=Z=Z'=H) hydrochloride (11.6 g., m.p. 226°-228° C.).